From a dataset of the Open Reaction Database (ORD), a public repository of structured organic reaction records. describe an organic reaction: reactants, conditions, products, and yield The reactants are [OH-].[Na+] (NaOH), C(CCCCCCCCC)S (decanethiol), Cl.ClCCNCCCl (bis(2-chloroethyl)amine hydrochloride). The solvent is C(C)O (ethanol), C(C)O (ethanol). Conditions: temperature 0 celsius, time 2 hour. Product: C(CCCCCCCCC)SCCNCCSCCCCCCCCCC (bis-(2-decylsulfanyl-ethyl)-amine). As a reaction SMILES: [OH-].[Na+].[CH2:3]([SH:13])[CH2:4][CH2:5][CH2:6][CH2:7][CH2:8][CH2:9][CH2:10][CH2:11][CH3:12].Cl.Cl[CH2:16][CH2:17][NH:18][CH2:19][CH2:20]Cl>C(O)C>[CH2:3]([S:13][CH2:16][CH2:17][NH:18][CH2:19][CH2:20][S:13][CH2:3][CH2:4][CH2:5][CH2:6][CH2:7][CH2:8][CH2:9][CH2:10][CH2:11][CH3:12])[CH2:4][CH2:5][CH2:6][CH2:7][CH2:8][CH2:9][CH2:10][CH2:11][CH3:12] |f:0.1,3.4|. Procedure details: A solution of NaOH (3 g, 75 mmol) and decanethiol (15.5 ml, 75 mmol) in ethanol (75 ml) was added to a solution of bis(2-chloroethyl)amine hydrochloride (4.4 g, 25 mmol) in ethanol (50 ml) at 0° C. The solution was stirred for 2 hours at 0° C. and then for another 16 h at room temperature. After filtering, the filtrate was evaporated to dryness. The residue was taken up with dry ether and filtered again. After evaporation of the solvent under vacuum, the product remained as a colourless semi-sol... Starting materials: C(C)[SiH](CC)CC (Triethylsilane), C1(=CC=CC=C1)C[C@@H]1CNC2=C(CN1S(=O)(=O)C=1SC=CC1)C=C(C=C2)C#N ((R)-2,3,4,5-tetrahydro-3-(phenylmethyl)-4-(2-thienylsulfonyl)-1H- 1,4-benzodiazepine-7-carbonitrile), N1C=NC(=C1)C=O (imidazole-4-carboxaldehyde), FC(C(=O)O)(F)F (trifluoroacetic acid), FC(C(=O)OC(C(F)(F)F)=O)(F)F (trifluoroacetic acid anhydride). Run in C1(=CC=CC=C1)C (toluene). Conditions: temperature 22.5 celsius, time 2 hour. Yields the product N1C=NC(=C1)CN1C[C@H](N(CC2=C1C=CC(=C2)C#N)S(=O)(=O)C=2SC=CC2)CC2=CC=CC=C2 ((R)-2,3,4,5-tetrahydro-1-(1H-imidazol-4-ylmethyl)-3-(phenylmethyl)-4-(2-thienylsulfonyl)-1H-1,4-benzodiazepine-7-carbonitrile). The yield is 100.0%. As a reaction SMILES: [C:1]1([CH2:7][C@H:8]2[N:14]([S:15]([C:18]3[S:19][CH:20]=[CH:21][CH:22]=3)(=[O:17])=[O:16])[CH2:13][C:12]3[CH:23]=[C:24]([C:27]#[N:28])[CH:25]=[CH:26][C:11]=3[NH:10][CH2:9]2)[CH:6]=[CH:5][CH:4]=[CH:3][CH:2]=1.[NH:29]1[CH:33]=[C:32]([CH:34]=O)[N:31]=[CH:30]1.FC(F)(F)C(O)=O.FC(F)(F)C(OC(=O)C(F)(F)F)=O.C([SiH](CC)CC)C>C1(C)C=CC=CC=1>[NH:29]1[CH:33]=[C:32]([CH2:34][N:10]2[C:11]3[CH:26]=[CH:25][C:24]([C:27]#[N:28])=[CH:23][C:12]=3[CH2:13][N:14]([S:15]([C:18]3[S:19][CH:20]=[CH:21][CH:22]=3)(=[O:17])=[O:16])[C@H:8]([CH2:7][C:1]3[CH:6]=[CH:5][CH:4]=[CH:3][CH:2]=3)[CH2:9]2)[N:31]=[CH:30]1. Reported procedure: (R)-2,3,4,5-tetrahydro-3-(phenylmethyl)-4-(2-thienylsulfonyl)-1H- 1,4-benzodiazepine-7-carbonitrile (10 g) and imidazole-4-carboxaldehyde (2.6 g) were mixed in toluene (20 mL) at 20 to 25° C. To this stirred slurry, first trifluoroacetic acid (9.4 mL) and then trifluoroacetic acid anhydride (5.2 mL) were added sequentially while maintaining the temperature below 30° C. The biphasic mixture was vigorously stirred at 20 to 25° C. for 2 hours. Triethylsilane was then added and the reaction mixture ... The reactants are COC1=CC=C(C=C1)SCCNC(OC)=O (Methyl 2-(4-methoxyphenylthio)ethylcarbamate), C=O (paraformaldehyde), C(=O)([O-])[O-].[Cs+].[Cs+] (Cs2CO3). The solvent is C1CCOC1 (THF). Reaction conditions: temperature 70 celsius, time 3 hour. Product: OCN(C(OC)=O)CCSC1=CC=C(C=C1)OC (Methyl hydroxymethyl(2-(4-methoxyphenylthio)ethyl)carbamate). RXN SMILES: [CH3:1][O:2][C:3]1[CH:8]=[CH:7][C:6]([S:9][CH2:10][CH2:11][NH:12][C:13](=[O:16])[O:14][CH3:15])=[CH:5][CH:4]=1.C=O.[C:19]([O-])([O-])=[O:20].[Cs+].[Cs+]>C1COCC1>[OH:20][CH2:19][N:12]([CH2:11][CH2:10][S:9][C:6]1[CH:7]=[CH:8][C:3]([O:2][CH3:1])=[CH:4][CH:5]=1)[C:13](=[O:16])[O:14][CH3:15] |f:2.3.4|. Reported procedure: A mixture of compound 7 (2.0 g), paraformaldehyde (1.5 g), Cs2CO3 (1.2 eq.) in THF (50 mL) was stirred at 70° C. for 3 hours. Filtration and concentration of the solvent gave the title product 9 as pure white solid. Yield: 2.2 g, 98%. Reported procedure: 250 mg of 1-(1-hydroxy-1-methylethyl)cyclopropanesulfonamide was dissolved in 2 ml of NMP, and admixed while cooling with ice with 0.70 ml of a 2 N solution of sodium bis(trimethylsilyl)amide in THF and, after stirring for 5 minutes, with the isothiocyanate solution prepared above. After stirring for 1.5 hours, 248 mg of N-bromosuccinimide were added and the resulting reaction solution was stirred again for 10 minutes. The reaction mixture was added to 20 ml of water and extracted three times wi... The solvent is O (water), CN1CCCC1=O (NMP). Run at time 1.5 hour. Reaction SMILES: [OH:1][C:2]([C:5]1([S:8]([NH2:11])(=[O:10])=[O:9])[CH2:7][CH2:6]1)([CH3:4])[CH3:3].[CH3:12][Si]([N-][Si](C)(C)C)(C)C.[Na+].[N-:22]=[C:23]=S.BrN1[C:30](=O)[CH2:29][CH2:28][C:27]1=O.[CH2:33]1[CH2:37][O:36][CH2:35][CH2:34]1>CN1C(=O)CCC1.O>[CH3:3][C:2]1([CH3:4])[C:5]2([CH2:6][CH2:7]2)[S:8](=[O:9])(=[O:10])[N:11]=[C:23]([NH:22][C@H:33]([C:37]2[CH:12]=[CH:30][CH:29]=[CH:28][CH:27]=2)[CH2:34][CH2:35][OH:36])[O:1]1 |f:1.2|. Reactants: [N-]=C=S (isothiocyanate), BrN1C(CCC1=O)=O (N-bromosuccinimide), OC(C)(C)C1(CC1)S(=O)(=O)N (1-(1-hydroxy-1-methylethyl)cyclopropanesulfonamide), solution, C[Si](C)(C)[N-][Si](C)(C)C.[Na+] (sodium bis(trimethylsilyl)amide), C1CCOC1 (THF). Product: CC1(OC(=NS(C12CC2)(=O)=O)N[C@@H](CCO)C2=CC=CC=C2)C ((S)-3-(8,8-Dimethyl-4,4-dioxo-7-oxa-4lambda6-thia-5-azaspiro[2.5]oct-5-en-6-ylamino)-3-phenylpropan-1-ol). The reactants are Cl (hydrochloric acid), C(C)OC(=O)C=1C=C2C(CC(NC2=CC1)C1=CC(=CC=C1)N1CCN(CC1)C1=C(C=C(C=C1)C)C)(C)C (2-{3-[4-(2,4-dimethyl-phenyl)-piperazin-1-yl]-phenyl}-4,4-dimethyl-1,2,3,4-tetrahydro-quinoline-6-carboxylic acid ethyl ester). Run in CO (methanol), O1CCCC1 (tetrahydrofuran), [OH-].[Na+] (sodium hydroxide), O (water). Reaction conditions: temperature 60 celsius, time 12 hour. Product: CC1=C(C=CC(=C1)C)N1CCN(CC1)C=1C=C(C=CC1)C1NC2=CC=C(C=C2C(C1)(C)C)C(=O)O (2-{3-[4-(2,4-dimethyl-phenyl)-piperazin-1-yl]-phenyl}-4,4-dimethyl-1,2,3,4-tetrahydro-quinoline-6-carboxylic acid). Yield: 95.1%. Reaction SMILES: C([O:3][C:4]([C:6]1[CH:7]=[C:8]2[C:13](=[CH:14][CH:15]=1)[NH:12][CH:11]([C:16]1[CH:21]=[CH:20][CH:19]=[C:18]([N:22]3[CH2:27][CH2:26][N:25]([C:28]4[CH:33]=[CH:32][C:31]([CH3:34])=[CH:30][C:29]=4[CH3:35])[CH2:24][CH2:23]3)[CH:17]=1)[CH2:10][C:9]2([CH3:37])[CH3:36])=[O:5])C.Cl>CO.O1CCCC1.[OH-].[Na+].O>[CH3:35][C:29]1[CH:30]=[C:31]([CH3:34])[CH:32]=[CH:33][C:28]=1[N:25]1[CH2:26][CH2:27][N:22]([C:18]2[CH:17]=[C:16]([CH:11]3[CH2:10][C:9]([CH3:37])([CH3:36])[C:8]4[C:13](=[CH:14][CH:15]=[C:6]([C:4]([OH:5])=[O:3])[CH:7]=4)[NH:12]3)[CH:21]=[CH:20][CH:19]=2)[CH2:23][CH2:24]1 |f:4.5|. Reported procedure: A mixture of 2-{3-[4-(2,4-dimethyl-phenyl)-piperazin-1-yl]-phenyl}-4,4-dimethyl-1,2,3,4-tetrahydro-quinoline-6-carboxylic acid ethyl ester (0.28 g, 0.56 mmol) in methanol (3 mL) and tetrahydrofuran (10 mL), 30% sodium hydroxide in water (1 mL). The reaction mixture was stirred at 60° C. for 12 h. The mixture was neutralized with a 3 N aqueous hydrochloric acid solution and extracted with ethyl acetate (2×50 mL), washed with water, dried over anhydrous sodium sulfate and then concentrated in vacu... Yield: 66.0%. Product: C1OC2=C(SC=C2OC1)C1=CC=C(C=C1)N (1-(3,4-ethylenedioxythien-2-yl)-4-aminobenzene). Starting materials: C1OC2=C(SC=C2OC1)C1=CC=C(C=C1)[N+](=O)[O-] (1-(3,4-ethylenedioxythien-2-yl)-4-nitrobenzene), CCCCCC (hexane), O.NN (hydrazine hydrate). As a reaction SMILES: [CH2:1]1[CH2:9][O:8][C:7]2[C:3](=[C:4]([C:10]3[CH:15]=[CH:14][C:13]([N+:16]([O-])=O)=[CH:12][CH:11]=3)[S:5][CH:6]=2)[O:2]1.O.NN.CCCCCC>C(O)C.[Pt]>[CH2:1]1[CH2:9][O:8][C:7]2[C:3](=[C:4]([C:10]3[CH:15]=[CH:14][C:13]([NH2:16])=[CH:12][CH:11]=3)[S:5][CH:6]=2)[O:2]1 |f:1.2|. Reagents/catalysts: [Pt] (platinum). Solvent: C(C)O (ethanol). Reported procedure: A solution of 1-(3,4-ethylenedioxythien-2-yl)-4-nitrobenzene (0.663 g, 2.52 mmol) in 95% ethanol (60 mL) containing platinum on sulfide carbon (50 mg) was added hydrazine hydrate (1.0 mL). The mixture was refluxed for 10 hours. After cooling, the mixture was filtered and the solvent was evaporated to give a solid. Addition of hexane followed by filtration gave 1-(3,4-ethylenedioxythien-2-yl)-4-aminobenzene. It was recrystallized from ethanol, 0.39 g, yield=66%, mp=98.5-99° C. IR (KBr; cm-1) 3433... The reactants are CCOC(=O)C1CCC(Nc2nccc(-n3nnc4c(I)cccc43)n2)CC1, C1CCOC1, CCO, [Li+], [OH-], O, O, O=C(O)CC(O)(CC(=O)O)C(=O)O. The product is O=C(O)C1CCC(Nc2nccc(-n3nnc4c(I)cccc43)n2)CC1. Reaction SMILES: [CH2:1]([CH3:2])[O:3][C:4](=[O:5])[CH:6]1[CH2:7][CH2:8][CH:9]([NH:12][c:13]2[n:14][cH:15][cH:16][c:17](-[n:19]3[n:20][n:21][c:22]4[c:23]3[cH:24][cH:25][cH:26][c:27]4[I:28])[n:18]2)[CH2:10][CH2:11]1.[CH2:45]1[O:46][CH2:47][CH2:48][CH2:49]1.[CH3:50][CH2:51][OH:52].[Li+:30].[OH-:29].[OH2:31].[OH2:53].[OH:32][C:33]([CH2:34][C:35]([C:36](=[O:37])[OH:38])([CH2:39][C:40](=[O:41])[OH:42])[OH:43])=[O:44]>>[O:3]=[C:4]([OH:5])[CH:6]1[CH2:7][CH2:8][CH:9]([NH:12][c:13]2[n:14][cH:15][cH:16][c:17](-[n:19]3[n:20][n:21][c:22]4[c:23]3[cH:24][cH:25][cH:26][c:27]4[I:28])[n:18]2)[CH2:10][CH2:11]1. Reaction SMILES: [CH3:7][N:8]=[C:9]=[O:10].[NH2:1][c:2]1[n:3][n:4][n:5][nH:6]1.[O:12]=[CH:13][N:14]([CH3:15])[CH3:16].[OH2:11]>>[NH:1]([c:2]1[n:3][n:4][n:5][nH:6]1)[C:9]([NH:8][CH3:7])=[O:10]. The product is CNC(=O)Nc1nnn[nH]1. Reactants: CN=C=O, Nc1nnn[nH]1, CN(C)C=O, O. Starting materials: O=Cc1cc(Cl)cc(Cl)c1O, O=c1cc(N2CCNCC2)nc[nH]1. As a reaction SMILES: [Cl:14][c:15]1[c:16]([OH:24])[c:17]([CH:18]=[O:19])[cH:20][c:21]([Cl:23])[cH:22]1.[N:1]1([c:7]2[cH:8][c:9](=[O:13])[nH:10][cH:11][n:12]2)[CH2:2][CH2:3][NH:4][CH2:5][CH2:6]1>>[N:1]1([c:7]2[cH:8][c:9](=[O:13])[nH:10][cH:11][n:12]2)[CH2:2][CH2:3][N:4]([CH2:18][c:17]2[c:16]([OH:24])[c:15]([Cl:14])[cH:22][c:21]([Cl:23])[cH:20]2)[CH2:5][CH2:6]1. Product: O=c1cc(N2CCN(Cc3cc(Cl)cc(Cl)c3O)CC2)nc[nH]1.